Dataset: the Open Reaction Database (ORD), a public repository of structured organic reaction records. Task: describe an organic reaction: reactants, conditions, products, and yield Reactants: CC1(SC2=CC=C(C=C2C(=C1)OS(=O)(=O)C(F)(F)F)C#CC1=CC=C(C(=O)OCC)C=C1)C (ethyl 4-(2,2-dimethyl-4-trifluoromethanesulfonyloxy-(2H)-thiochromen-6-ylethynyl)-benzoate), C(C)(C)(C)C=1SC=CC1 (2-tert-butylthiophene), C(CCC)[Li] (n-butyllithium), solution, CC1(SC2=CC=C(C=C2C(=C1)OS(=O)(=O)C(F)(F)F)C#CC1=CC=C(C(=O)OCC)C=C1)C (ethyl 4-(2,2-dimethyl-4-trifluoromethanesulfonyloxy-(2H)-thiochromen-6-ylethynyl)-benzoate). Reagents/catalysts: [Pd].C1(=CC=CC=C1)P(C1=CC=CC=C1)C1=CC=CC=C1.C1(=CC=CC=C1)P(C1=CC=CC=C1)C1=CC=CC=C1.C1(=CC=CC=C1)P(C1=CC=CC=C1)C1=CC=CC=C1.C1(=CC=CC=C1)P(C1=CC=CC=C1)C1=CC=CC=C1 (tetrakis(triphenylphosphine) palladium(0)), [Cl-].[Cl-].[Zn+2] (ZnCl2). Solvent: C1CCOC1 (THF), C1CCOC1 (THF), hexanes, C1CCOC1 (THF). Reaction conditions: temperature 0 celsius, time 40 minute. Yields the product C(C)(C)(C)C1=CC=C(S1)C1=CC(SC2=CC=C(C=C12)C#CC1=CC=C(C(=O)OCC)C=C1)(C)C (Ethyl 4-[[4-(5-tert-butyl-thiophen-2-yl)-2,2-dimethyl-(2H)-thiochromen-6-yl]-ethynyl]-benzoate), EtOAc hexanes. Isolated yield 5.0%. Reaction SMILES: [C:1]([C:5]1[S:6][CH:7]=[CH:8][CH:9]=1)([CH3:4])([CH3:3])[CH3:2].C([Li])CCC.[CH3:15][C:16]1([CH3:47])[CH:25]=[C:24](OS(C(F)(F)F)(=O)=O)[C:23]2[C:18](=[CH:19][CH:20]=[C:21]([C:34]#[C:35][C:36]3[CH:46]=[CH:45][C:39]([C:40]([O:42][CH2:43][CH3:44])=[O:41])=[CH:38][CH:37]=3)[CH:22]=2)[S:17]1>C1COCC1.[Cl-].[Cl-].[Zn+2].[Pd].C1(P(C2C=CC=CC=2)C2C=CC=CC=2)C=CC=CC=1.C1(P(C2C=CC=CC=2)C2C=CC=CC=2)C=CC=CC=1.C1(P(C2C=CC=CC=2)C2C=CC=CC=2)C=CC=CC=1.C1(P(C2C=CC=CC=2)C2C=CC=CC=2)C=CC=CC=1>[C:1]([C:5]1[S:6][C:7]([C:24]2[C:23]3[C:18](=[CH:19][CH:20]=[C:21]([C:34]#[C:35][C:36]4[CH:46]=[CH:45][C:39]([C:40]([O:42][CH2:43][CH3:44])=[O:41])=[CH:38][CH:37]=4)[CH:22]=3)[S:17][C:16]([CH3:15])([CH3:47])[CH:25]=2)=[CH:8][CH:9]=1)([CH3:4])([CH3:3])[CH3:2] |f:4.5.6,7.8.9.10.11|. Procedure: A solution of 2-tert-butylthiophene (105.0 mg, 0.75 mmol) in 2.0 mL of THF was cooled to -78° C. and n-butyllithium (48.1 mg, 0.75 mmol, 0.47 ml of a 1.6M solution in hexanes) was added and the solution warmed to 0° C. during 1.5 hours. A solution of ZnCl2 (163.2 mg, 1.20 mmol) in 3.0 mL THF was slowly added via cannula. The resulting solution was warmed to room temperature, stirred for 40 minutes, and transferred via cannula to a solution of ethyl 4-[(2,2-dimethyl-4-trifluoromethanesulfonyloxy-... Starting materials: [Si](C)(C)(C(C)(C)C)O[C@@H]1C=C2C=C[C@@H]([C@@H]([C@H]2[C@H](C1)OC(C(CC)OC1=C(C=CC=C1)C(C)=O)=O)CC[C@@H]1C[C@H](CC(O1)=O)O[Si](C)(C)C(C)(C)C)C ((4R,6R)-6-([1S,2S,6S,8S,8aR]-2-{1,2,6,7,8,8a-hexahydro-6-t-butyldimethylsilyloxy-8-[(2RS)-2-(2-acetylphenoxy)butyryloxy]-2-methyl-1-naphthyl}ethyl)tetrahydro-4-t-butyldimethylsilyloxy-2H-pyran-2-one), solution, [F-].C(CCC)[N+](CCCC)(CCCC)CCCC (tetrabutylammonium fluoride). The solvent is O1CCCC1 (tetrahydrofuran). Yields the product O[C@@H]1C=C2C=C[C@@H]([C@@H]([C@H]2[C@H](C1)OC(C(CC)OC1=C(C=CC=C1)C(C)=O)=O)CC[C@@H]1C[C@H](CC(O1)=O)O)C ((4R,6R)-6-([1S,2S,6S,8S,8aR]-2-{1,2,6,7,8,8a-Hexahydro-6-hydroxy-8-[(2RS)-2-(2-acetylphenoxy)butyryloxy]-2-methyl-1-naphthyl}ethyl)tetrahydro-4-hydroxy-2H-pyran-2-one). The yield is 43.9%. RXN SMILES: [Si]([O:8][C@H:9]1[CH2:18][C@H:17]([O:19][C:20](=[O:34])[CH:21]([O:24][C:25]2[CH:30]=[CH:29][CH:28]=[CH:27][C:26]=2[C:31](=[O:33])[CH3:32])[CH2:22][CH3:23])[C@H:16]2[C:11]([CH:12]=[CH:13][C@H:14]([CH3:52])[C@@H:15]2[CH2:35][CH2:36][C@H:37]2[O:42][C:41](=[O:43])[CH2:40][C@H:39]([O:44][Si](C(C)(C)C)(C)C)[CH2:38]2)=[CH:10]1)(C(C)(C)C)(C)C.[F-].C([N+](CCCC)(CCCC)CCCC)CCC>O1CCCC1>[OH:8][C@H:9]1[CH2:18][C@H:17]([O:19][C:20](=[O:34])[CH:21]([O:24][C:25]2[CH:30]=[CH:29][CH:28]=[CH:27][C:26]=2[C:31](=[O:33])[CH3:32])[CH2:22][CH3:23])[C@H:16]2[C:11]([CH:12]=[CH:13][C@H:14]([CH3:52])[C@@H:15]2[CH2:35][CH2:36][C@H:37]2[O:42][C:41](=[O:43])[CH2:40][C@H:39]([OH:44])[CH2:38]2)=[CH:10]1 |f:1.2|. Procedure: A procedure similar to that described in Example 2, above, was followed, but using 1.11 g of (4R,6R)-6-([1S,2S,6S,8S,8aR]-2-{1,2,6,7,8,8a-hexahydro-6-t-butyldimethylsilyloxy-8-[(2RS)-2-(2-acetylphenoxy)butyryloxy]-2-methyl-1-naphthyl}ethyl)tetrahydro-4-t-butyldimethylsilyloxy-2H-pyran-2-one [prepared as described inExample 97, above] and 35.3 ml of a 1.0 molar solution of tetrabutylammonium fluoride in tetrahydrofuran, to give 0.34 g of the title compound as white crystals, melting at between 14... Starting materials: O=C([O-])[O-], CCOP(=O)(OCC)C(N)P(=O)(OCC)OCC, [K+], [K+], BrCCCOc1ccccc1, C1COCCO1. The product is CCOP(=O)(OCC)C(NCCCOc1ccccc1)P(=O)(OCC)OCC. Reaction SMILES: [C:30](=[O:31])([O-:32])[O-:33].[CH2:1]([CH3:2])[O:3][P:4]([O:5][CH2:6][CH3:7])(=[O:8])[CH:9]([P:10]([O:11][CH2:12][CH3:13])([O:14][CH2:15][CH3:16])=[O:17])[NH2:18].[K+:34].[K+:35].[O:19]([c:20]1[cH:21][cH:22][cH:23][cH:24][cH:25]1)[CH2:26][CH2:27][CH2:28][Br:29].[O:36]1[CH2:37][CH2:38][O:39][CH2:40][CH2:41]1>>[CH2:1]([CH3:2])[O:3][P:4]([O:5][CH2:6][CH3:7])(=[O:8])[CH:9]([P:10]([O:11][CH2:12][CH3:13])([O:14][CH2:15][CH3:16])=[O:17])[NH:18][CH2:28][CH2:27][CH2:26][O:19][c:20]1[cH:21][cH:22][cH:23][cH:24][cH:25]1. The product is C(C)(C)(C)OC(=O)NC1(CC2COCC(C1)N2)C(=O)O (7-(tert-butoxycarbonylamino)-3-oxa-9-azabicyclo[3.3.1]nonane-7-carboxylic acid). Reagents/catalysts: [Pd] (Pd/C). Reaction conditions: time 8 hour. Run in CO (MeOH). RXN SMILES: C([N:8]1[CH:13]2[CH2:14][C:15]([NH:20][C:21]([O:23][C:24]([CH3:27])([CH3:26])[CH3:25])=[O:22])([C:17]([OH:19])=[O:18])[CH2:16][CH:9]1[CH2:10][O:11][CH2:12]2)C1C=CC=CC=1>CO.[Pd]>[C:24]([O:23][C:21]([NH:20][C:15]1([C:17]([OH:19])=[O:18])[CH2:16][CH:9]2[NH:8][CH:13]([CH2:12][O:11][CH2:10]2)[CH2:14]1)=[O:22])([CH3:27])([CH3:25])[CH3:26]. Procedure details: A mixture of compound 139d (0.050 g, 0.13 mmol) and Pd/C (20 mg) in MeOH (5 ml) was stirred under H2 balloon at room temperature overnight. The mixture was filtered and the filtrate was concentrated to give 40 mg of the crude 7-(tert-butoxycarbonylamino)-3-oxa-9-azabicyclo[3.3.1]nonane-7-carboxylic acid 139a, which was used directly in next step without further purification. MS: calc'd (MH+) 287, measured (MH+) 287. Reactants: C(C1=CC=CC=C1)N1C2COCC1CC(C2)(C(=O)O)NC(=O)OC(C)(C)C (9-benzyl-7-(tert-butoxycarbonylamino)-3-oxa-9-azabicyclo[3.3.1]nonane-7-carboxylic acid). Isolated yield 107.5%. The reactants are C(C)(=O)OCC (ethyl acetate), O (water), C(C1=CC=CC=C1)NC(C1=CN=C(C=C1C1=C(C=CC=C1)C)Cl)=O (N-benzyl-6-chloro-4-o-tolyl-nicotinamide), N1CCOCC1 (morpholine). The solvent is [Cl-].[Na+].O (brine). Conditions: temperature 100 celsius. The product is C(C1=CC=CC=C1)NC(C1=CN=C(C=C1C1=C(C=CC=C1)C)N1CCOCC1)=O (N-benzyl-6-morpholin-4-yl-4-o-tolyl-nicotinamide). The yield is 100.0%. As a reaction SMILES: [CH2:1]([NH:8][C:9](=[O:24])[C:10]1[C:15]([C:16]2[CH:21]=[CH:20][CH:19]=[CH:18][C:17]=2[CH3:22])=[CH:14][C:13](Cl)=[N:12][CH:11]=1)[C:2]1[CH:7]=[CH:6][CH:5]=[CH:4][CH:3]=1.[NH:25]1[CH2:30][CH2:29][O:28][CH2:27][CH2:26]1.C(OCC)(=O)C.O>[Cl-].[Na+].O>[CH2:1]([NH:8][C:9](=[O:24])[C:10]1[C:15]([C:16]2[CH:21]=[CH:20][CH:19]=[CH:18][C:17]=2[CH3:22])=[CH:14][C:13]([N:25]2[CH2:30][CH2:29][O:28][CH2:27][CH2:26]2)=[N:12][CH:11]=1)[C:2]1[CH:7]=[CH:6][CH:5]=[CH:4][CH:3]=1 |f:4.5.6|. Reported procedure: A mixture of 5.0 g (14.8 mMol) of N-benzyl-6-chloro-4-o-tolyl-nicotinamide and 25 ml morpholine was heated to 100° C. for 3.5 hours. After cooling to room temperature, extractive work-up with ethyl acetate, water and brine gave 5.7 g (100%) N-benzyl-6-morpholin-4-yl-4-o-tolyl-nicotinamide as a yellow powder. Starting materials: [Br-], CC(C)Cc1ccc(C(Cc2cccc(C(=O)O)c2)c2ccc(CC(C)C)cc2)cc1, CC(C)Cc1ccc(C(Cc2cccc(C(=O)Cl)c2)c2ccc(CC(C)C)cc2)cc1, C[Mg+], CCOC(C)=O, O=C(Cl)C(=O)Cl, C1CCOC1, c1ccc2[nH]ccc2c1. Product: CC(C)Cc1ccc(C(Cc2cccc(C(=O)c3c[nH]c4ccccc34)c2)c2ccc(CC(C)C)cc2)cc1. Reaction SMILES: [Br-:78].[CH2:1]([c:2]1[cH:3][cH:4][c:5]([CH:6]([c:7]2[cH:8][cH:9][c:10]([CH2:11][CH:12]([CH3:13])[CH3:14])[cH:15][cH:16]2)[CH2:17][c:18]2[cH:19][c:20]([C:24]([OH:25])=[O:26])[cH:21][cH:22][cH:23]2)[cH:27][cH:28]1)[CH:29]([CH3:30])[CH3:31].[CH2:32]([CH:33]([CH3:34])[CH3:35])[c:36]1[cH:37][cH:38][c:39]([CH:42]([CH2:43][c:44]2[cH:45][c:46]([C:47](=[O:48])[Cl:49])[cH:50][cH:51][cH:52]2)[c:53]2[cH:54][cH:55][c:56]([CH2:59][CH:60]([CH3:61])[CH3:62])[cH:57][cH:58]2)[cH:40][cH:41]1.[CH3:79][Mg+:80].[CH3:86][CH2:87][O:88][C:89](=[O:90])[CH3:91].[Cl:63][C:64]([C:65]([Cl:66])=[O:67])=[O:68].[O:81]1[CH2:82][CH2:83][CH2:84][CH2:85]1.[nH:69]1[cH:70][cH:71][c:72]2[cH:73][cH:74][cH:75][cH:76][c:77]12>>[CH2:32]([CH:33]([CH3:34])[CH3:35])[c:36]1[cH:37][cH:38][c:39]([CH:42]([CH2:43][c:44]2[cH:45][c:46]([C:47](=[O:48])[c:71]3[cH:70][nH:69][c:77]4[c:72]3[cH:73][cH:74][cH:75][cH:76]4)[cH:50][cH:51][cH:52]2)[c:53]2[cH:54][cH:55][c:56]([CH2:59][CH:60]([CH3:61])[CH3:62])[cH:57][cH:58]2)[cH:40][cH:41]1. Starting materials: C([O-])([O-])=O.[K+].[K+] (potassium carbonate), COC=1C=C(C=CC1OC)C1CC(NN1)=O (5-(3,4-dimethoxyphenyl)-pyrazolin-3-one), COC=1C=C(C=CC1OC)CCN(C)CCCCl (3-[N-(2-(3,4-di-methoxyphenyl)-ethyl)-N-methylamino]-propylchloride). Solvent: CN(C=O)C (dimethylformamide), CN(C=O)C (dimethylformamide). Run at temperature 100 celsius. Product: COC=1C=C(C=CC1OC)CCN(C)CCCOC1=NNC(=C1)C1=CC(=C(C=C1)OC)OC (3-{3-[N-(2-(3,4-Dimethoxyphenyl)-ethyl)-N-methylamino]-propyloxy}-5-(3,4-dimethoxyphenyl)-pyrazole). Yield: 64.0%. RXN SMILES: [CH3:1][O:2][C:3]1[CH:4]=[C:5]([CH:11]2[NH:15][NH:14][C:13](=[O:16])[CH2:12]2)[CH:6]=[CH:7][C:8]=1[O:9][CH3:10].C(=O)([O-])[O-].[K+].[K+].[CH3:23][O:24][C:25]1[CH:26]=[C:27]([CH2:33][CH2:34][N:35]([CH2:37][CH2:38][CH2:39]Cl)[CH3:36])[CH:28]=[CH:29][C:30]=1[O:31][CH3:32]>CN(C)C=O>[CH3:23][O:24][C:25]1[CH:26]=[C:27]([CH2:33][CH2:34][N:35]([CH2:37][CH2:38][CH2:39][O:16][C:13]2[CH:12]=[C:11]([C:5]3[CH:6]=[CH:7][C:8]([O:9][CH3:10])=[C:3]([O:2][CH3:1])[CH:4]=3)[NH:15][N:14]=2)[CH3:36])[CH:28]=[CH:29][C:30]=1[O:31][CH3:32] |f:1.2.3|. Procedure: 17 g of 5-(3,4-dimethoxyphenyl)-pyrazolin-3-one were dissolved in 200 ml of dimethylformamide. 11 g of potassium carbonate were added to the solution and the reaction mixture was heated at 100° C. under a nitrogen atmosphere for 0.5 hours. A solution of 21 g of 3-[N-(2-(3,4-di-methoxyphenyl)-ethyl)-N-methylamino]-propylchloride in 150 ml of dimethylformamide was then added dropwise. After 2 hours the salts which formed were filtered out, the filtrate was evaporated to dryness, and the residue wa... Yields the product CN(C)c1ccc(C(O)c2cc3ccccc3s2)cc1. Starting materials: [Li]C(C)(C)C, C1CCOC1, CN(C)c1ccc(C=O)cc1, c1ccc2sccc2c1. RXN SMILES: [C:10]([Li:11])([CH3:12])([CH3:13])[CH3:14].[CH2:26]1[O:27][CH2:28][CH2:29][CH2:30]1.[CH3:15][N:16]([c:17]1[cH:18][cH:19][c:20]([CH:21]=[O:22])[cH:23][cH:24]1)[CH3:25].[s:1]1[c:2]2[c:3]([cH:4][cH:5]1)[cH:6][cH:7][cH:8][cH:9]2>>[s:1]1[c:2]2[c:3]([cH:4][c:5]1[CH:21]([c:20]1[cH:19][cH:18][c:17]([N:16]([CH3:15])[CH3:25])[cH:24][cH:23]1)[OH:22])[cH:6][cH:7][cH:8][cH:9]2. Reactants: O (water), [NH4+].[Cl-] (NH4Cl), C(C)(C)(C)[Si](OCCN1CCN(CC1)CC1=CC=C(C=C1)[N+](=O)[O-])(C)C (1-[2-(tert-butyl-dimethyl-silanyloxy)-ethyl]-4-(4-nitro-benzyl)-piperazine). The reagents and catalysts are [Zn] (Zn). The solvent is CO (MeOH). Run at temperature 50 celsius, time 16 hour. Yields the product C(C)(C)(C)[Si](OCCN1CCN(CC1)CC1=CC=C(C=C1)N)(C)C (4-{4-[2-(tert-Butyl-dimethyl-silanyloxy)-ethyl]-piperazin-1-ylmethyl}-phenylamine). The yield is 79.0%. Reaction SMILES: [C:1]([Si:5]([CH3:26])([CH3:25])[O:6][CH2:7][CH2:8][N:9]1[CH2:14][CH2:13][N:12]([CH2:15][C:16]2[CH:21]=[CH:20][C:19]([N+:22]([O-])=O)=[CH:18][CH:17]=2)[CH2:11][CH2:10]1)([CH3:4])([CH3:3])[CH3:2].O.[NH4+].[Cl-]>CO.[Zn]>[C:1]([Si:5]([CH3:26])([CH3:25])[O:6][CH2:7][CH2:8][N:9]1[CH2:10][CH2:11][N:12]([CH2:15][C:16]2[CH:17]=[CH:18][C:19]([NH2:22])=[CH:20][CH:21]=2)[CH2:13][CH2:14]1)([CH3:4])([CH3:3])[CH3:2] |f:2.3|. Procedure: A solution of 1-[2-(tert-butyl-dimethyl-silanyloxy)-ethyl]-4-(4-nitro-benzyl)-piperazine (as prepared in the previous step, 279 mg, 0.735 mmol) in MeOH (4 mL) and water (4 mL) was treated with solid NH4Cl (393 mg, 7.35 mmol) and Zn powder (240 mg, 3.67 mmol). The mixture was stirred at 50° C. for 2 h and at RT for 16 h. The mixture was partitioned between EtOAc and water. The layers were separated, and the aqueous layer was extracted with EtOAc. The combined organic layers were dried over MgSO4 ... Reactants: O=C([O-])[O-], CCCCCCCC(=O)[N+](C)(C(=O)CCCCCCC)C(=O)CCCCCCC, CCNCCO, CS(C)=O, [Cl-], O=Cc1ccc(F)cc1, [K+], [K+], O. Product: CCN(CCO)c1ccc(C=O)cc1. As a reaction SMILES: [C:16](=[O:17])([O-:18])[O-:19].[C:23]([N+:24]([C:25](=[O:26])[CH2:27][CH2:28][CH2:29][CH2:30][CH2:31][CH2:32][CH3:33])([C:34](=[O:35])[CH2:36][CH2:37][CH2:38][CH2:39][CH2:40][CH2:41][CH3:42])[CH3:43])(=[O:44])[CH2:45][CH2:46][CH2:47][CH2:48][CH2:49][CH2:50][CH3:51].[CH2:10]([CH3:11])[NH:12][CH2:13][CH2:14][OH:15].[CH3:52][S:53]([CH3:54])=[O:55].[Cl-:22].[F:1][c:2]1[cH:3][cH:4][c:5]([CH:6]=[O:7])[cH:8][cH:9]1.[K+:20].[K+:21].[OH2:56]>>[c:2]1([N:12]([CH2:10][CH3:11])[CH2:13][CH2:14][OH:15])[cH:3][cH:4][c:5]([CH:6]=[O:7])[cH:8][cH:9]1.